From a dataset of the Open Reaction Database (ORD), a public repository of structured organic reaction records. describe an organic reaction: reactants, conditions, products, and yield The solvent is ClCCl (dichloromethane). RXN SMILES: [NH2:1][C:2]([CH3:24])([CH2:14][C:15]1[C:23]2[C:18](=[CH:19][CH:20]=[CH:21][CH:22]=2)[NH:17][CH:16]=1)[C:3]([NH:5][CH2:6][CH2:7][C:8]1[CH:13]=[CH:12][CH:11]=[CH:10][CH:9]=1)=[O:4].[C:25]([N:29]=[C:30]=[O:31])([CH3:28])([CH3:27])[CH3:26]>ClCCl>[CH3:26][C:25]([NH:29][C:30]([NH:1][C:2]([CH3:24])([CH2:14][C:15]1[C:23]2[C:18](=[CH:19][CH:20]=[CH:21][CH:22]=2)[NH:17][CH:16]=1)[C:3]([NH:5][CH2:6][CH2:7][C:8]1[CH:13]=[CH:12][CH:11]=[CH:10][CH:9]=1)=[O:4])=[O:31])([CH3:28])[CH3:27]. Yields the product CC(C)(C)NC(=O)NC(C(=O)NCCC1=CC=CC=C1)(CC1=CNC2=CC=CC=C12)C ((±)-α-[[[(1,1-Dimethylethyl)amino]-carbonyl ]amino]-α-methyl-N-(2-phenylethyl)-1H-indole-3-propanamide). Starting materials: NC(C(=O)NCCC1=CC=CC=C1)(CC1=CNC2=CC=CC=C12)C ((±)-α-amino-α-methyl-N-(2-phenylethyl)-1H-indole-3-propanamide), C(C)(C)(C)N=C=O (tert-butylisocyanate). Reported procedure: The product of Example 12 (0.25 g, 0.78 mmol) was dissolved in 1.5 ml of dichloromethane and treated with 90 μl (0.78 mmol) of tert-butylisocyanate, and then heated under reflux overnight. The crystalline product, (±)-α-[[[(1,1-dimethylethyl)amino]carbonyl]-amino ]-α-methyl-N-(2-phenylethyl)-1H-indole-3-propanamide, separated and was collected by filtration and dried. Starting materials: NC=1C=CC2=C(N(CC(O2)(C)C)C2=[N+](C=CC=C2)[O-])C1 (2-(6-amino-3,4-dihydro-2,2-dimethyl-2H-1,4-benzoxazin-4-yl)pyridine N-oxide), C(C)(=O)OC(C)=O (acetic anhydride). The reagents and catalysts are N1=CC=CC=C1 (pyridine). Reaction conditions: time 63 hour. Product: C(C)(=O)NC=1C=CC2=C(N(CC(O2)(C)C)C2=[N+](C=CC=C2)[O-])C1 (2-(6-acetamido-3,4-dihydro-2,2-dimethyl-2H-1,4-benzoxazin-4-yl)pyridine N-oxide). Reaction SMILES: [NH2:1][C:2]1[CH:3]=[CH:4][C:5]2[O:10][C:9]([CH3:12])([CH3:11])[CH2:8][N:7]([C:13]3[CH:18]=[CH:17][CH:16]=[CH:15][N+:14]=3[O-:19])[C:6]=2[CH:20]=1.[C:21](OC(=O)C)(=[O:23])[CH3:22]>N1C=CC=CC=1>[C:21]([NH:1][C:2]1[CH:3]=[CH:4][C:5]2[O:10][C:9]([CH3:12])([CH3:11])[CH2:8][N:7]([C:13]3[CH:18]=[CH:17][CH:16]=[CH:15][N+:14]=3[O-:19])[C:6]=2[CH:20]=1)(=[O:23])[CH3:22]. Procedure details: To a solution of 0.474 g of 2-(6-amino-3,4-dihydro-2,2-dimethyl-2H-1,4-benzoxazin-4-yl)pyridine N-oxide in 5 ml of acetic anhydride was added 3 drops of pyridine and the mixture was stirred at room temperature for 63 hours. After concentration, the residue was dissolved in chloroform, washed with saturated aqueous sodium hydrogen carbonate solution, dried and concentrated. The residue was recrystallized from chloroform-ether to give 0.285 g of 2-(6-acetamido-3,4-dihydro-2,2-dimethyl-2H-1,4-benzo... The reactants are CCCCn1c(N)cc(=O)[nH]c1=O, CC(=O)O, O=N[O-], [Na+], O. The product is CCCCn1c(N)c(N=O)c(=O)[nH]c1=O. Reaction SMILES: [CH2:1]([CH2:2][CH2:3][CH3:4])[n:5]1[c:6](=[O:7])[nH:8][c:9](=[O:10])[cH:11][c:12]1[NH2:13].[CH3:18][C:19](=[O:20])[OH:21].[N:14](=[O:15])[O-:16].[Na+:17].[OH2:22]>>[CH2:1]([CH2:2][CH2:3][CH3:4])[n:5]1[c:6](=[O:7])[nH:8][c:9](=[O:10])[c:11]([N:14]=[O:15])[c:12]1[NH2:13]. Reported procedure: (of melting point 139° to 141° C.) from 5-ethylisoxazole-4-carbonyl chloride and 4-nitroaniline. Reactants: C(C)C1=C(C=NO1)C(=O)Cl (5-ethylisoxazole-4-carbonyl chloride), [N+](=O)([O-])C1=CC=C(N)C=C1 (4-nitroaniline). RXN SMILES: [CH2:1]([C:3]1[O:7][N:6]=[CH:5][C:4]=1[C:8](Cl)=[O:9])[CH3:2].[N+:11]([C:14]1[CH:20]=[CH:19][C:17]([NH2:18])=[CH:16][CH:15]=1)([O-:13])=[O:12]>>[N+:11]([C:14]1[CH:20]=[CH:19][C:17]([NH:18][C:8]([C:4]2[CH:5]=[N:6][O:7][C:3]=2[CH2:1][CH3:2])=[O:9])=[CH:16][CH:15]=1)([O-:13])=[O:12]. Yields the product [N+](=O)([O-])C1=CC=C(C=C1)NC(=O)C=1C=NOC1CC (N-(4-nitrophenyl)-5-ethylisoxazole-4-carboxamide). Starting materials: C1(CC1)COC=1C=C2C=CN(C(C2=CC1)=O)C1=CC(=C(C=C1)N1CC2(CC1)CNCC2)F (6-cyclopropylmethoxy-2-[4-(2,7-diaza-spiro[4.4]non-2-yl)-3-fluorophenyl]-2H-isoquinolin-1-one), BrCCF (1-bromo-2-fluoro-ethane). Product: C1(CC1)COC=1C=C2C=CN(C(C2=CC1)=O)C1=CC(=C(C=C1)N1CC2(CC1)CN(CC2)CCF)F (6-Cyclopropylmethoxy-2-{3-fluoro-4-[7-(2-fluoroethyl)-2,7-diaza-spiro[4.4]non-2-yl]-phenyl}-2H-isoquinolin-1-one). RXN SMILES: [CH:1]1([CH2:4][O:5][C:6]2[CH:7]=[C:8]3[C:13](=[CH:14][CH:15]=2)[C:12](=[O:16])[N:11]([C:17]2[CH:22]=[CH:21][C:20]([N:23]4[CH2:27][CH2:26][C:25]5([CH2:31][CH2:30][NH:29][CH2:28]5)[CH2:24]4)=[C:19]([F:32])[CH:18]=2)[CH:10]=[CH:9]3)[CH2:3][CH2:2]1.Br[CH2:34][CH2:35][F:36]>>[CH:1]1([CH2:4][O:5][C:6]2[CH:7]=[C:8]3[C:13](=[CH:14][CH:15]=2)[C:12](=[O:16])[N:11]([C:17]2[CH:22]=[CH:21][C:20]([N:23]4[CH2:27][CH2:26][C:25]5([CH2:31][CH2:30][N:29]([CH2:34][CH2:35][F:36])[CH2:28]5)[CH2:24]4)=[C:19]([F:32])[CH:18]=2)[CH:10]=[CH:9]3)[CH2:3][CH2:2]1. Reported procedure: According to Method X, 6-cyclopropylmethoxy-2-[4-(2,7-diaza-spiro[4.4]non-2-yl)-3-fluorophenyl]-2H-isoquinolin-1-one was reacted with 1-bromo-2-fluoro-ethane. In this way the product was obtained with molecular weight 479.57 (C28H31F2N3O2); MS (ESI): 480 (M+H+).